This data is from the Open Reaction Database (ORD), a public repository of structured organic reaction records. The task is: describe an organic reaction: reactants, conditions, products, and yield Reactants: C1COCCN1, CO, CCOC(=O)c1c(CCl)nc2cc(OC)c(OC)cc2c1-c1ccc(OC)cc1. The product is CCOC(=O)c1c(CN2CCOCC2)nc2cc(OC)c(OC)cc2c1-c1ccc(OC)cc1. Reaction SMILES: [CH2:30]1[CH2:31][O:32][CH2:33][CH2:34][NH:35]1.[CH3:36][OH:37].[Cl:1][CH2:2][c:3]1[n:4][c:5]2[cH:6][c:7]([O:28][CH3:29])[c:8]([O:26][CH3:27])[cH:9][c:10]2[c:11](-[c:18]2[cH:19][cH:20][c:21]([O:24][CH3:25])[cH:22][cH:23]2)[c:12]1[C:13](=[O:14])[O:15][CH2:16][CH3:17]>>[CH2:2]([c:3]1[n:4][c:5]2[cH:6][c:7]([O:28][CH3:29])[c:8]([O:26][CH3:27])[cH:9][c:10]2[c:11](-[c:18]2[cH:19][cH:20][c:21]([O:24][CH3:25])[cH:22][cH:23]2)[c:12]1[C:13](=[O:14])[O:15][CH2:16][CH3:17])[N:35]1[CH2:30][CH2:31][O:32][CH2:33][CH2:34]1. Reactants: C(C1=CC=CC=C1)(C1=CC=CC=C1)(C1=CC=CC=C1)Cl (Trityl chloride), NCCCCN1C(=O)NC(=O)C=C1 (1-(4′-aminobutyl)uracil), O (water). Run in N1=CC=CC=C1 (pyridine). Conditions: temperature 50 celsius. Yields the product C(C1=CC=CC=C1)(C1=CC=CC=C1)(C1=CC=CC=C1)NCCCCN1C(=O)NC(=O)C=C1 (1-(4′-Tritylaminobutyl)uracil). Isolated yield 24.1%. Reaction SMILES: [C:1](Cl)([C:14]1[CH:19]=[CH:18][CH:17]=[CH:16][CH:15]=1)([C:8]1[CH:13]=[CH:12][CH:11]=[CH:10][CH:9]=1)[C:2]1[CH:7]=[CH:6][CH:5]=[CH:4][CH:3]=1.[NH2:21][CH2:22][CH2:23][CH2:24][CH2:25][N:26]1[CH:33]=[CH:32][C:30](=[O:31])[NH:29][C:27]1=[O:28].O>N1C=CC=CC=1>[C:1]([NH:21][CH2:22][CH2:23][CH2:24][CH2:25][N:26]1[CH:33]=[CH:32][C:30](=[O:31])[NH:29][C:27]1=[O:28])([C:14]1[CH:19]=[CH:18][CH:17]=[CH:16][CH:15]=1)([C:8]1[CH:13]=[CH:12][CH:11]=[CH:10][CH:9]=1)[C:2]1[CH:7]=[CH:6][CH:5]=[CH:4][CH:3]=1. Procedure: Trityl chloride (0.358 g, 1.28 mmol) was added to a solution of 1-(4′-aminobutyl)uracil (contaminated by 11% 1,3-bis(4′-aminobutyl)uracil) (0.168 g) in anhydrous pyridine (15 mL). The reaction mixture was heated at 50° C. for 44 h, left to cool to room temperature, poured into cold water (50 mL) and extracted with DCM (3×25 mL). The organic extracts were washed with brine (40 mL), dried over Na2SO4 and concentrated in vacuo. Further purification was carried out by silica gel column chromatograph... The reactants are C1(=CC=C(C=C1)S(=O)(=O)NN=C1C(NC2=CC(=CC=C12)Cl)=O)C (6-chloroisatin-3-p-toluenesulfonylhydrazone). The solvent is [OH-].[Na+] (sodium hydroxide), ClCCl (dichloromethane). Product: ClC1=CC=C2C(C(NC2=C1)=O)=[N+]=[N-] (6-chloro-3-diazooxindole). RXN SMILES: C1(C)C=CC(S([NH:10][N:11]=[C:12]2[C:20]3[C:15](=[CH:16][C:17]([Cl:21])=[CH:18][CH:19]=3)[NH:14][C:13]2=[O:22])(=O)=O)=CC=1>[OH-].[Na+].ClCCl>[Cl:21][C:17]1[CH:16]=[C:15]2[C:20]([C:12](=[N+:11]=[N-:10])[C:13](=[O:22])[NH:14]2)=[CH:19][CH:18]=1 |f:1.2|. Procedure details: 33.8 g of 6-chloroisatin-3-p-toluenesulfonylhydrazone is suspended in a mixture of 970 ml of 0.2 N sodium hydroxide solution and 1.5 liters of dichloromethane. The suspension is heated at 41° for 3 hours with vigorous stirring under nitrogen, cooled to room temperature, filtered and recrystallized from methanol. Yield 13 g (68%), m.p. 197°-199° (d). Starting materials: ClC=1C=CC=C2C=C(N=C(C12)C=C)[C@H](C)NC1=C2N=CN(C2=NC=N1)CC1=CC=C(C=C1)OC ((S)—N-(1-(8-chloro-1-vinylisoquinolin-3-yl)ethyl)-9-(4-methoxybenzyl)-9H-purin-6-amine), I(=O)(=O)(=O)[O-].[Na+] (sodium periodate). The reagents and catalysts are [Os](=O)(=O)(=O)=O (osmium tetraoxide). The solvent is O1CCOCC1 (1,4-dioxane), O (H2O). Conditions: time 30 minute. The product is ClC=1C=CC=C2C=C(N=C(C12)C=O)[C@H](C)NC1=C2N=CN(C2=NC=N1)CC1=CC=C(C=C1)OC ((S)-8-chloro-3-(1-((9-(4-methoxybenzyl)-9H-purin-6-yl)amino)ethyl)isoquinoline-1-carbaldehyde). Reaction SMILES: [Cl:1][C:2]1[CH:3]=[CH:4][CH:5]=[C:6]2[C:11]=1[C:10]([CH:12]=C)=[N:9][C:8]([C@@H:14]([NH:16][C:17]1[N:25]=[CH:24][N:23]=[C:22]3[C:18]=1[N:19]=[CH:20][N:21]3[CH2:26][C:27]1[CH:32]=[CH:31][C:30]([O:33][CH3:34])=[CH:29][CH:28]=1)[CH3:15])=[CH:7]2.I([O-])(=O)(=O)=[O:36].[Na+]>O1CCOCC1.O.[Os](=O)(=O)(=O)=O>[Cl:1][C:2]1[CH:3]=[CH:4][CH:5]=[C:6]2[C:11]=1[C:10]([CH:12]=[O:36])=[N:9][C:8]([C@@H:14]([NH:16][C:17]1[N:25]=[CH:24][N:23]=[C:22]3[C:18]=1[N:19]=[CH:20][N:21]3[CH2:26][C:27]1[CH:32]=[CH:31][C:30]([O:33][CH3:34])=[CH:29][CH:28]=1)[CH3:15])=[CH:7]2 |f:1.2|. Reported procedure: To a stirred mixture of (S)—N-(1-(8-chloro-1-vinylisoquinolin-3-yl)ethyl)-9-(4-methoxybenzyl)-9H-purin-6-amine 2 (3.6 g, 7.6 mmol, 1 eq) in a mixture of 1,4-dioxane (40 mL) and H2O (40 mL) at RT, osmium tetraoxide (5 mg) was added and the resulting mixture was stirred at RT for 30 min. To this mixture, sodium periodate (3.3 g, 15.2 mmol, 2 eq) was added and the resulting mixture was stirred at RT overnight. The reaction mixture was filtered through silica gel (10 g). The filtrate was extracted w... Starting materials: O1C(OCC1)C1=C(C=C(S1)C=CC=1N=C(SC1)NC(C)=O)C (N-(4-{2-[5-(1,3-Dioxolan-2-yl)-4-methylthiophen-2-yl]vinyl}-1,3-thiazol-2-yl)acetamide). Reagents/catalysts: [C].[Pd] (palladium carbon). Solvent: C(C)(=O)OCC (ethyl acetate), C(C)(=O)O (acetic acid). Product: C(=O)C1=C(C=C(S1)CCC=1N=C(SC1)NC(C)=O)C (N-{4-[2-(5-formyl-4-methylthiophen-2-yl)ethyl]-1,3-thiazol-2-yl}acetamide). The yield is 58.6%. As a reaction SMILES: [O:1]1CCO[CH:2]1[C:6]1[S:10][C:9]([CH:11]=[CH:12][C:13]2[N:14]=[C:15]([NH:18][C:19](=[O:21])[CH3:20])[S:16][CH:17]=2)=[CH:8][C:7]=1[CH3:22]>C(OCC)(=O)C.C(O)(=O)C.[C].[Pd]>[CH:2]([C:6]1[S:10][C:9]([CH2:11][CH2:12][C:13]2[N:14]=[C:15]([NH:18][C:19](=[O:21])[CH3:20])[S:16][CH:17]=2)=[CH:8][C:7]=1[CH3:22])=[O:1] |f:3.4|. Procedure: N-(4-{2-[5-(1,3-Dioxolan-2-yl)-4-methylthiophen-2-yl]vinyl}-1,3-thiazol-2-yl)acetamide (4.42 g, 13.1 mmol) was dissolved in a mixture of ethyl acetate (400 ml) and acetic acid (100 ml), and 10% palladium carbon (2.21 g, containing 50% water) was added. The mixture was hydrogenated at room temperature under an atmospheric pressure. The reaction mixture was filtered through celite, and the filtrate was concentrated. The residue was purified by silica gel column chromatography (FUJI SILYSIA CHEMICA... The reactants are C(C)OC(CN1C=CC2=CC=C(C=C12)OCCC=1C(=NC(=NC1)C1=CC=C(C=C1)C(F)(F)F)C1CC1)=O ((6-{2-[4-cyclopropyl-2-(4-trifluoromethyl-phenyl)-pyrimidin-5-yl]-ethoxy}-indol-1-yl)-acetic acid ethyl ester), [Li+].[OH-] (LiOH). Yields the product C1(CC1)C1=NC(=NC=C1CCOC1=CC=C2C=CN(C2=C1)CC(=O)O)C1=CC=C(C=C1)C(F)(F)F ((6-{2-[4-Cyclopropyl-2-(4-trifluoromethyl-phenyl)-pyrimidin-5-yl]-ethoxy}-indol-1-yl)-acetic acid). As a reaction SMILES: C([O:3][C:4](=[O:37])[CH2:5][N:6]1[C:14]2[C:9](=[CH:10][CH:11]=[C:12]([O:15][CH2:16][CH2:17][C:18]3[C:19]([CH:34]4[CH2:36][CH2:35]4)=[N:20][C:21]([C:24]4[CH:29]=[CH:28][C:27]([C:30]([F:33])([F:32])[F:31])=[CH:26][CH:25]=4)=[N:22][CH:23]=3)[CH:13]=2)[CH:8]=[CH:7]1)C.[Li+].[OH-]>>[CH:34]1([C:19]2[C:18]([CH2:17][CH2:16][O:15][C:12]3[CH:13]=[C:14]4[C:9]([CH:8]=[CH:7][N:6]4[CH2:5][C:4]([OH:37])=[O:3])=[CH:10][CH:11]=3)=[CH:23][N:22]=[C:21]([C:24]3[CH:25]=[CH:26][C:27]([C:30]([F:33])([F:31])[F:32])=[CH:28][CH:29]=3)[N:20]=2)[CH2:36][CH2:35]1 |f:1.2|. Procedure: In analogy to the procedure described in example 5 g], (6-{2-[4-cyclopropyl-2-(4-trifluoromethyl-phenyl)-pyrimidin-5-yl]-ethoxy}-indol-1-yl)-acetic acid ethyl ester was treated with LiOH to obtain the title compound as yellow solid.